From a dataset of the Open Reaction Database (ORD), a public repository of structured organic reaction records. describe an organic reaction: reactants, conditions, products, and yield Starting materials: CO, O, O=C(O)c1ccccc1Cc1c(O)c2ccccc2oc1=O, O=S(=O)(O)O. Yields the product COC(=O)c1ccccc1Cc1c(O)c2ccccc2oc1=O. RXN SMILES: [CH3:28][OH:29].[OH2:30].[OH:1][c:2]1[c:3]([CH2:13][c:14]2[c:15]([C:16](=[O:17])[OH:18])[cH:19][cH:20][cH:21][cH:22]2)[c:4](=[O:12])[o:5][c:6]2[cH:7][cH:8][cH:9][cH:10][c:11]12.[S:23](=[O:24])(=[O:25])([OH:26])[OH:27]>>[OH:1][c:2]1[c:3]([CH2:13][c:14]2[c:15]([C:16]([O:17][CH3:28])=[O:18])[cH:19][cH:20][cH:21][cH:22]2)[c:4](=[O:12])[o:5][c:6]2[cH:7][cH:8][cH:9][cH:10][c:11]12. The reactants are O=C(O)C1CCC1, NC1CCC(CCN2CCC(Oc3c(Cl)cc(F)cc3Cl)CC2)CC1. The product is O=C(NC1CCC(CCN2CCC(Oc3c(Cl)cc(F)cc3Cl)CC2)CC1)C1CCC1. As a reaction SMILES: [CH:26]1([C:30](=[O:31])[OH:32])[CH2:27][CH2:28][CH2:29]1.[Cl:1][c:2]1[c:3]([O:4][CH:5]2[CH2:6][CH2:7][N:8]([CH2:11][CH2:12][CH:13]3[CH2:14][CH2:15][CH:16]([NH2:19])[CH2:17][CH2:18]3)[CH2:9][CH2:10]2)[c:20]([Cl:25])[cH:21][c:22]([F:24])[cH:23]1>>[Cl:1][c:2]1[c:3]([O:4][CH:5]2[CH2:6][CH2:7][N:8]([CH2:11][CH2:12][CH:13]3[CH2:14][CH2:15][CH:16]([NH:19][C:30]([CH:26]4[CH2:27][CH2:28][CH2:29]4)=[O:31])[CH2:17][CH2:18]3)[CH2:9][CH2:10]2)[c:20]([Cl:25])[cH:21][c:22]([F:24])[cH:23]1.